From a dataset of the Open Reaction Database (ORD), a public repository of structured organic reaction records. describe an organic reaction: reactants, conditions, products, and yield Product: C(C)(C)(C)OC(=O)N[C@@H]1[C@@H](NC1=O)CO (cis-3-t-Butoxycarbonylamino-2-hydroxymethyl-4-oxoazetidine). Procedure: A solution of 2.0 g (8.2 mmole) of methyl 3-t-butoxycarbonylamino-4-oxoazetidine-2-carboxylate in 20 ml of tetrahydrofuran is cooled in ice and a solution of 0.75 g (20 mmole) of sodium borohydride in 10 ml of water is added. The mixture is stirred 20 min at 0° and then 1.5 hr at room temperature. Acetic acid is added drop-wise to decompose the excess borohydride and the mixture is concentrated in vacuum. The residue is diluted with brine and extracted with ethyl acetate. The organic phase is wa... Solvent: O (water), O1CCCC1 (tetrahydrofuran). As a reaction SMILES: [C:1]([O:5][C:6]([NH:8][CH:9]1[C:12](=[O:13])[NH:11][CH:10]1[C:14](OC)=[O:15])=[O:7])([CH3:4])([CH3:3])[CH3:2].[BH4-].[Na+].C(O)(=O)C.[BH4-]>O1CCCC1.O>[C:1]([O:5][C:6]([NH:8][C@H:9]1[C:12](=[O:13])[NH:11][C@H:10]1[CH2:14][OH:15])=[O:7])([CH3:4])([CH3:3])[CH3:2] |f:1.2|. Yield: 50.8%. Run at time 20 minute. The reactants are [BH4-].[Na+] (sodium borohydride), [BH4-] (borohydride), C(C)(C)(C)OC(=O)NC1C(NC1=O)C(=O)OC (methyl 3-t-butoxycarbonylamino-4-oxoazetidine-2-carboxylate), C(C)(=O)O (Acetic acid). As a reaction SMILES: [C:1](Cl)(=[O:9])[O:2][C:3]1[CH:8]=[CH:7][CH:6]=[CH:5][CH:4]=1.N[C:12]1[CH:16]=[C:15]([C:17]2[CH:22]=[CH:21][C:20]([O:23][CH3:24])=[CH:19][CH:18]=2)[NH:14][N:13]=1.[N:25]1C=CC=CC=1>>[CH3:24][O:23][C:20]1[CH:21]=[CH:22][C:17]([C:15]2[NH:14][N:13]=[C:12]([C:1]([O:2][C:3]3[CH:8]=[CH:7][CH:6]=[CH:5][CH:4]=3)=[O:9])[C:16]=2[NH2:25])=[CH:18][CH:19]=1. Product: COC1=CC=C(C=C1)C1=C(C(=NN1)C(=O)OC1=CC=CC=C1)N (5-(4-methoxyphenyl)-3-phenoxycarbonyl-aminopyrazole). Procedure details: Phenyl chlorocarbonate (0.87 ml) was added to a solution of 3-amino-5-(4-methoxyphenyl)pyrazole (1.19 g) in pyridine (10 ml), and the mixture was stirred at room temperature for 6 hours. The reaction solution was partitioned between ethyl acetate (50 ml) and water (30 ml), and the organic layer was washed with 1 N hydrochloric acid (50 ml×2), saturated aqueous sodium bicarbonate (50 ml) and saturated brine (50 ml) and then dried over anhydrous magnesium sulfate. Then, the solvent was distilled a... The reactants are C(OC1=CC=CC=C1)(=O)Cl (Phenyl chlorocarbonate), NC1=NNC(=C1)C1=CC=C(C=C1)OC (3-amino-5-(4-methoxyphenyl)pyrazole), N1=CC=CC=C1 (pyridine). Reaction conditions: time 6 hour. Starting materials: OCC=1C=CC2=C(C(=NC(O2)(C)C)C2=NC=CC=C2)C1 (6-hydroxymethyl-2,2-dimethyl-4-(2-pyridyl)-2H-1,3-benzoxazine). Reagents/catalysts: [O-2].[O-2].[Mn+4] (manganese dioxide). Solvent: ClCCl (dichloromethane). Reaction conditions: time 1 hour. Yields the product C(=O)C=1C=CC2=C(C(=NC(O2)(C)C)C2=NC=CC=C2)C1 (6-formyl-2,2-dimethyl-4-(2-pyridyl)-2H-1,3-benzoxazine). The yield is 40.3%. Reaction SMILES: [OH:1][CH2:2][C:3]1[CH:4]=[CH:5][C:6]2[O:11][C:10]([CH3:13])([CH3:12])[N:9]=[C:8]([C:14]3[CH:19]=[CH:18][CH:17]=[CH:16][N:15]=3)[C:7]=2[CH:20]=1>ClCCl.[O-2].[O-2].[Mn+4]>[CH:2]([C:3]1[CH:4]=[CH:5][C:6]2[O:11][C:10]([CH3:13])([CH3:12])[N:9]=[C:8]([C:14]3[CH:19]=[CH:18][CH:17]=[CH:16][N:15]=3)[C:7]=2[CH:20]=1)=[O:1] |f:2.3.4|. Procedure: Active manganese dioxide (300 mg) was added to a solution of Compound 115 (100 mg) in dichloromethane (3 ml) and the mixture was stirred at room temperature for 1 hour. The insoluble substance was filtered off through celite and the filtrate was distilled off under reduced pressure to obtain 6-formyl-2,2-dimethyl-4-(2-pyridyl)-2H-1,3-benzoxazine (40 mg) (Compound 116). Likewise, Compound 146 was prepared from Compound 145. Yields the product C(#N)C1=CC(=C(C(=O)O)C(=C1)F)F (4-cyano-2,6-difluorobenzoic acid). The solvent is O (water), O (water), O (water), CS(=O)C (DMSO). Reaction conditions: time 1 hour. As a reaction SMILES: P([O-])([O-])([O-])=O.[K+].[K+].[K+].[F:9][C:10]1[CH:11]=[C:12]([CH:15]=[C:16]([F:20])[C:17]=1[CH:18]=[O:19])[C:13]#[N:14].Cl([O-])=[O:22].[Na+].C(OCC)(=O)C>O.CS(C)=O>[C:13]([C:12]1[CH:11]=[C:10]([F:9])[C:17]([C:18]([OH:22])=[O:19])=[C:16]([F:20])[CH:15]=1)#[N:14] |f:0.1.2.3,5.6|. Reactants: Cl(=O)[O-].[Na+] (Sodium chlorite), C(C)(=O)OCC (Ethyl acetate), P(=O)([O-])([O-])[O-].[K+].[K+].[K+] (Potassium phosphate), FC=1C=C(C#N)C=C(C1C=O)F (3,5-difluoro-4-formylbenzonitrile). Procedure: Potassium phosphate, monobasic (1.0 g, 7.5 mmol) in water (10 mL) was added to a solution of 3,5-difluoro-4-formylbenzonitrile (0.50 g, 0.0030 mol, Aldrich) in DMSO (10 mL). Sodium chlorite (0.7 g, 0.006 mol) in water (10 mL) was added and the reaction was stirred for 1 hour. Ethyl acetate and water were added. Layers were separated, and the aqueous was saturated with solid NaCl and extracted with further ethyl acetate. The combined organic extracts were washed with sat. NaCl, dried and rotovapp... Starting materials: C=CC1CC1(NC(=O)C1CC(Oc2nccc3cc(OC)ccc23)CN1C(=O)OC(C)(C)C)C(=O)NS(=O)(=O)OC1CC1, CCOC(C)=O, CCO, O=C([O-])C(F)(F)F. Product: CCC1CC1(NC(=O)C1CC(Oc2nccc3cc(OC)ccc23)CN1C(=O)OC(C)(C)C)C(=O)NS(=O)(=O)OC1CC1. Reaction SMILES: [C:8]([CH3:9])([CH3:10])([CH3:11])[O:12][C:13](=[O:14])[N:15]1[CH:16]([C:33]([NH:34][C:35]2([C:40](=[O:41])[NH:42][S:43](=[O:44])(=[O:45])[O:46][CH:47]3[CH2:48][CH2:49]3)[CH:36]([CH:38]=[CH2:39])[CH2:37]2)=[O:50])[CH2:17][CH:18]([O:20][c:21]2[n:22][cH:23][cH:24][c:25]3[cH:26][c:27]([O:31][CH3:32])[cH:28][cH:29][c:30]23)[CH2:19]1.[CH3:51][CH2:52][O:53][C:54]([CH3:55])=[O:56].[CH3:57][CH2:58][OH:59].[O-:1][C:2]([C:3]([F:4])([F:5])[F:6])=[O:7]>>[C:8]([CH3:9])([CH3:10])([CH3:11])[O:12][C:13](=[O:14])[N:15]1[CH:16]([C:33]([NH:34][C:35]2([C:40](=[O:41])[NH:42][S:43](=[O:44])(=[O:45])[O:46][CH:47]3[CH2:48][CH2:49]3)[CH:36]([CH2:38][CH3:39])[CH2:37]2)=[O:50])[CH2:17][CH:18]([O:20][c:21]2[n:22][cH:23][cH:24][c:25]3[cH:26][c:27]([O:31][CH3:32])[cH:28][cH:29][c:30]23)[CH2:19]1. Starting materials: BrCCCNC(OC(C)(C)C)=O (tert-butyl 3-bromopropylcarbamate), [H-].[Na+] (NaH), N(=[N+]=[N-])C[C@H]1CCC(N1)=O ((R)-5-(azidomethyl)pyrrolidin-2-one). Run in CN(C)C=O (DMF), CN(C)C=O (DMF). Run at time 30 minute. Product: N(=[N+]=[N-])C[C@@H]1N(C(CC1)=O)CCCNC(OC(C)(C)C)=O ((R)-tert-butyl 3-(2-(azidomethyl)-5-oxopyrrolidin-1-yl)propylcarbamate). Reaction SMILES: [H-].[Na+].[N:3]([CH2:6][C@@H:7]1[NH:11][C:10](=[O:12])[CH2:9][CH2:8]1)=[N+:4]=[N-:5].Br[CH2:14][CH2:15][CH2:16][NH:17][C:18](=[O:24])[O:19][C:20]([CH3:23])([CH3:22])[CH3:21]>CN(C=O)C>[N:3]([CH2:6][C@H:7]1[CH2:8][CH2:9][C:10](=[O:12])[N:11]1[CH2:14][CH2:15][CH2:16][NH:17][C:18](=[O:24])[O:19][C:20]([CH3:23])([CH3:22])[CH3:21])=[N+:4]=[N-:5] |f:0.1|. Procedure: To NaH (128 mg, 3.21 mmol) in DMF (5.0 mL) was added (R)-5-(azidomethyl)pyrrolidin-2-one (300 mg, 2.14 mmol) in DMF (5.0 mL) and stirred at rt for 30 min followed by addition of tert-butyl 3-bromopropylcarbamate. The mixture was heated to 60° C. for 2 h and quenched with sat. NH4Cl solution. The aqueous layer was extracted with EtOAc (50 mL×2) and the combined organic layer was washed with brine, dried over Na2SO4, filtered, and concentrated under reduced pressure to give (R)-tert-butyl 3-(2-(az... Reactants: CCc1cc(-c2cncc(C(=O)O)c2)c(C)[nH]c1=O, NCCc1ccncc1. The product is CCc1cc(-c2cncc(C(=O)NCCc3ccncc3)c2)c(C)[nH]c1=O. Reaction SMILES: [CH2:1]([CH3:2])[c:3]1[cH:4][c:5](-[c:11]2[cH:12][n:13][cH:14][c:15]([C:17](=[O:18])[OH:19])[cH:16]2)[c:6]([CH3:10])[nH:7][c:8]1=[O:9].[n:20]1[cH:21][cH:22][c:23]([CH2:26][CH2:27][NH2:28])[cH:24][cH:25]1>>[CH2:1]([CH3:2])[c:3]1[cH:4][c:5](-[c:11]2[cH:12][n:13][cH:14][c:15]([C:17](=[O:19])[NH:28][CH2:27][CH2:26][c:23]3[cH:22][cH:21][n:20][cH:25][cH:24]3)[cH:16]2)[c:6]([CH3:10])[nH:7][c:8]1=[O:9]. Reactants: C1CCOC1, CCO, CC(C)Nc1nc2cc(N)ccc2n1C, Clc1ccnc(Cl)n1, [Na+], O=C([O-])O. Yields the product CC(C)Nc1nc2cc(Nc3ccnc(Cl)n3)ccc2n1C. RXN SMILES: [CH2:29]1[O:30][CH2:31][CH2:32][CH2:33]1.[CH3:34][CH2:35][OH:36].[CH:1]([CH3:2])([CH3:3])[NH:4][c:5]1[n:6][c:7]2[c:8]([n:9]1[CH3:10])[cH:11][cH:12][c:13]([NH2:15])[cH:14]2.[Cl:21][c:22]1[n:23][cH:24][cH:25][c:26]([Cl:28])[n:27]1.[Na+:20].[O-:16][C:17]([OH:18])=[O:19]>>[CH:1]([CH3:2])([CH3:3])[NH:4][c:5]1[n:6][c:7]2[c:8]([n:9]1[CH3:10])[cH:11][cH:12][c:13]([NH:15][c:26]1[cH:25][cH:24][n:23][c:22]([Cl:21])[n:27]1)[cH:14]2. Reactants: O=C([O-])O, CI, CN(C)C=O, CCOC(C)=O, O=[N+]([O-])c1cc(F)c(Cl)cc1NC1CC1, [H-], [Na+], [Na+]. Yields the product CN(c1cc(Cl)c(F)cc1[N+](=O)[O-])C1CC1. RXN SMILES: [C:20](=[O:21])([OH:22])[O-:23].[CH3:18][I:19].[CH3:25][N:26]([CH3:27])[CH:28]=[O:29].[CH3:30][CH2:31][O:32][C:33](=[O:34])[CH3:35].[Cl:1][c:2]1[c:3]([F:15])[cH:4][c:5]([N+:12](=[O:13])[O-:14])[c:6]([NH:8][CH:9]2[CH2:10][CH2:11]2)[cH:7]1.[H-:16].[Na+:17].[Na+:24]>>[Cl:1][c:2]1[c:3]([F:15])[cH:4][c:5]([N+:12](=[O:13])[O-:14])[c:6]([N:8]([CH:9]2[CH2:10][CH2:11]2)[CH3:20])[cH:7]1.